describe an organic reaction: reactants, conditions, products, and yield From a dataset of the Open Reaction Database (ORD), a public repository of structured organic reaction records. Starting materials: ClC1=CC(=C(CN2N=CC3=CC(=CC=C23)C=C2C(NC(S2)SC)=O)C=C1)C(F)(F)F (5-[1-(4-chloro-2-trifluoromethyl-benzyl)-1H-indazol-5-ylmethylene]-2-methylsulfanyl-thiazolidin-4-one), C(C)OC(=O)N1CCC(CC1)NC (4-methylamino-piperidine-1-carboxylic acid ethyl ester). The product is C(C)OC(=O)N1CCC(CC1)N(C)C=1SC(C(N1)=O)=CC=1C=C2C=NN(C2=CC1)CC1=C(C=C(C=C1)Cl)C(F)(F)F (4-({5-[1-(4-Chloro-2-trifluoromethyl-benzyl)-1H-indazol-5-ylmethylene]-4-oxo-4,5-dihydro-thiazol-2-yl}-methyl-amino)-piperidine-1-carboxylic acid ethyl ester). RXN SMILES: [Cl:1][C:2]1[CH:26]=[CH:25][C:5]([CH2:6][N:7]2[C:15]3[C:10](=[CH:11][C:12]([CH:16]=[C:17]4[S:21][CH:20](SC)[NH:19][C:18]4=[O:24])=[CH:13][CH:14]=3)[CH:9]=[N:8]2)=[C:4]([C:27]([F:30])([F:29])[F:28])[CH:3]=1.[CH2:31]([O:33][C:34]([N:36]1[CH2:41][CH2:40][CH:39]([NH:42][CH3:43])[CH2:38][CH2:37]1)=[O:35])[CH3:32]>>[CH2:31]([O:33][C:34]([N:36]1[CH2:37][CH2:38][CH:39]([N:42]([C:20]2[S:21][C:17](=[CH:16][C:12]3[CH:11]=[C:10]4[C:15](=[CH:14][CH:13]=3)[N:7]([CH2:6][C:5]3[CH:25]=[CH:26][C:2]([Cl:1])=[CH:3][C:4]=3[C:27]([F:28])([F:30])[F:29])[N:8]=[CH:9]4)[C:18](=[O:24])[N:19]=2)[CH3:43])[CH2:40][CH2:41]1)=[O:35])[CH3:32]. Procedure details: 4-({5-[1-(4-Chloro-2-trifluoromethyl-benzyl)-1H-indazol-5-ylmethylene]-4-oxo-4,5-dihydro-thiazol-2-yl}-methyl-amino)-piperidine-1-carboxylic acid ethyl ester was prepared from 5-[1-(4-chloro-2-trifluoromethyl-benzyl)-1H-indazol-5-ylmethylene]-2-methylsulfanyl-thiazolidin-4-one and 4-methylamino-piperidine-1-carboxylic acid ethyl ester following General Procedure B. Starting materials: BrCC1CC1, Fc1nc(NCc2cccnc2)c2[nH]cnc2n1, [K+], [K+], O=C([O-])[O-], CN(C)C=O. The product is Fc1nc(NCc2cccnc2)c2ncn(CC3CC3)c2n1. Reaction SMILES: [Br:25][CH2:26][CH:27]1[CH2:28][CH2:29]1.[F:1][c:2]1[n:3][c:4]([NH:11][CH2:12][c:13]2[cH:14][n:15][cH:16][cH:17][cH:18]2)[c:5]2[nH:6][cH:7][n:8][c:9]2[n:10]1.[K+:19].[K+:20].[O-:21][C:22]([O-:23])=[O:24].[O:30]=[CH:31][N:32]([CH3:33])[CH3:34]>>[F:1][c:2]1[n:3][c:4]([NH:11][CH2:12][c:13]2[cH:14][n:15][cH:16][cH:17][cH:18]2)[c:5]2[n:6][cH:7][n:8]([CH2:26][CH:27]3[CH2:28][CH2:29]3)[c:9]2[n:10]1. Starting materials: C(C)(C)(C)OC(=O)N1C[C@@H]2N(C(C=3C=C(C=C(C3C2)CC)C(F)(F)F)=O)CC1 ((R)-2-N-(t-butoxycarbonyl)-10-ethyl-8-trifluoromethyl-1,2,3,4,11,11a-hexahydropyrazino[1,2-b]isoquinolin-6-one), tetrakis(triphenylphospine)palladium (0), O1CCOCC1 (1,4-dioxane), C(=O)([O-])[O-].[K+].[K+] (K2CO3), C(C)(C)(C)OC(=O)N1C[C@@H]2N(C(C=3C=C(C=C(C3C2)Br)C(F)(F)F)=O)CC1 ((R)-2-N-(t-butoxycarbonyl)-10-bromo-8-trifluoromethyl-1,2,3,4,11,11a-hexahydropyrazino[1,2-b]isoquinolin-6-one), B1(OB(OB(O1)C=C)C=C)C=C.C1=CC=NC=C1 (2,4,6-trivinylcyclotriboroxane pyridine complex), Cl (HCl). The reagents and catalysts are [Pd] (Pd/C). The solvent is CCO (EtOH), C(C)OCC (diethyl ether), CCOC(=O)C (EtOAc), O (water), COCCOC (DME). Conditions: temperature 90 celsius. Product: Cl.C(C)C=1C=2C[C@H]3N(C(C2C=C(C1)C(F)(F)F)=O)CCNC3 ((R)-10-ethyl-8-trifluoromethyl-1,2,3,4,11,11a-hexahydropyrazino[1,2-b]isoquinolin-6-one hydrochloric acid salt). The yield is 40.0%. RXN SMILES: C(OC(N1CCN2C(=O)C3C=C(C(F)(F)F)C=C(Br)C=3C[C@@H]2C1)=O)(C)(C)C.B1(C=C)OB(C=C)OB(C=C)O1.C1C=CN=CC=1.C([O-])([O-])=O.[K+].[K+].C(OC([N:59]1[CH2:79][CH2:78][N:62]2[C:63](=[O:77])[C:64]3[CH:65]=[C:66]([C:73]([F:76])([F:75])[F:74])[CH:67]=[C:68]([CH2:71][CH3:72])[C:69]=3[CH2:70][C@@H:61]2[CH2:60]1)=O)(C)(C)C.[ClH:80].O1CCOCC1>COCCOC.CCOC(C)=O.CCO.[Pd].C(OCC)C.O>[ClH:80].[CH2:71]([C:68]1[C:69]2[CH2:70][C@@H:61]3[CH2:60][NH:59][CH2:79][CH2:78][N:62]3[C:63](=[O:77])[C:64]=2[CH:65]=[C:66]([C:73]([F:74])([F:76])[F:75])[CH:67]=1)[CH3:72] |f:1.2,3.4.5,15.16|. Procedure: To a mixture of (R)-2-N-(t-butoxycarbonyl)-10-bromo-8-trifluoromethyl-1,2,3,4,11,11a-hexahydropyrazino[1,2-b]isoquinolin-6-one (61 mg, 0.135 mmol) and 2,4,6-trivinylcyclotriboroxane pyridine complex (33 mg, 0.135 mmol) in DME (2 mL) was added K2CO3 (20 mg, 0.135 mmol) and water (1 mL). The mixture was degassed under reduced pressure and purged with argon; tetrakis(triphenylphospine)palladium (0) (20 mg, 0.135 mmol) was added. The reaction mixture was heated to 90° C. for 18 h. The reaction was c... The product is Cc1cc(N)cc(-c2nnnn2C)c1. Reaction SMILES: [CH3:17][OH:18].[ClH:16].[NH2:1][c:2]1[cH:3][c:4]([CH2:14][OH:15])[cH:5][c:6](-[c:8]2[n:9][n:10][n:11][n:12]2[CH3:13])[cH:7]1>>[NH2:1][c:2]1[cH:3][c:4]([CH3:14])[cH:5][c:6](-[c:8]2[n:9][n:10][n:11][n:12]2[CH3:13])[cH:7]1. Reactants: CO, Cl, Cn1nnnc1-c1cc(N)cc(CO)c1. The reactants are BrC=1C=C2C(=C(C=NC2=CC1)C(=O)C1CC1)N[C@@H]1CC[C@H](CC1)CNC(OC(C)(C)C)=O (tert-butyl {trans-4-[6-bromo-3-(cyclopropanecarbonyl)quinolin-4-ylamino]cyclohexyl}methylcarbamate), ClC1=C(C(=CC(=C1)B1OC(C(O1)(C)C)(C)C)Cl)O (2,6-dichloro-4-(4,4,5,5-tetramethyl-1,3,2-dioxaborolan-2-yl)phenol). Yields the product C1(CC1)C(=O)C=1C=NC2=CC=C(C=C2C1N[C@@H]1CC[C@H](CC1)CNC(OC(C)(C)C)=O)C1=CC(=C(C(=C1)Cl)O)Cl (tert-Butyl {trans-4-[3-(cyclopropanecarbonyl)-6-(3,5-dichloro-4-hydroxyphenyl)quinolin-4-ylamino]cyclohexyl}methylcarbamate). Yield: 80.7%. As a reaction SMILES: Br[C:2]1[CH:3]=[C:4]2[C:9](=[CH:10][CH:11]=1)[N:8]=[CH:7][C:6]([C:12]([CH:14]1[CH2:16][CH2:15]1)=[O:13])=[C:5]2[NH:17][C@H:18]1[CH2:23][CH2:22][C@H:21]([CH2:24][NH:25][C:26](=[O:32])[O:27][C:28]([CH3:31])([CH3:30])[CH3:29])[CH2:20][CH2:19]1.[Cl:33][C:34]1[CH:39]=[C:38](B2OC(C)(C)C(C)(C)O2)[CH:37]=[C:36]([Cl:49])[C:35]=1[OH:50]>>[CH:14]1([C:12]([C:6]2[CH:7]=[N:8][C:9]3[C:4]([C:5]=2[NH:17][C@H:18]2[CH2:19][CH2:20][C@H:21]([CH2:24][NH:25][C:26](=[O:32])[O:27][C:28]([CH3:29])([CH3:31])[CH3:30])[CH2:22][CH2:23]2)=[CH:3][C:2]([C:38]2[CH:39]=[C:34]([Cl:33])[C:35]([OH:50])=[C:36]([Cl:49])[CH:37]=2)=[CH:11][CH:10]=3)=[O:13])[CH2:16][CH2:15]1. Procedure: Following general procedure F, tert-butyl {trans-4-[6-bromo-3-(cyclopropanecarbonyl)quinolin-4-ylamino]cyclohexyl}methylcarbamate (62 mg, 0.123 mmol) was reacted with 2,6-dichloro-4-(4,4,5,5-tetramethyl-1,3,2-dioxaborolan-2-yl)phenol (53 mg, 0.185 mmol) to afford the crude product (58 mg) as a yellow solid: ESI MS m/z 584 [C31H35Cl2N3O4+H]+. Starting materials: [S-2].[Na+].[Na+] (sodium sulfide), Cl (hydrochloric acid), S (hydrogen sulfide), ClCC1=C(C(=O)Cl)C(=C(C(=C1Cl)Cl)Cl)Cl (2-chloromethyl-3,4,5,6-tetrachlorobenzoyl chloride). Run at temperature 10 celsius, time 6 hour. Yields the product ClC1=C2CSC(=O)C2=C(C(=C1Cl)Cl)Cl (4,5,6,7-Tetrachloro-2-thio-phthalide). As a reaction SMILES: [S-2:1].[Na+].[Na+].S.Cl[CH2:6][C:7]1[C:15]([Cl:16])=[C:14]([Cl:17])[C:13]([Cl:18])=[C:12]([Cl:19])[C:8]=1[C:9](Cl)=[O:10].Cl>>[Cl:16][C:15]1[C:14]([Cl:17])=[C:13]([Cl:18])[C:12]([Cl:19])=[C:8]2[C:7]=1[CH2:6][S:1][C:9]2=[O:10] |f:0.1.2|. Procedure details: 48 g (0.2 mole) of sodium sulfide containing water of crystallization (Na2S. 9H2O) were dissolved in 300 ml of methanol. 6.8 g (0.2 mole) of hydrogen sulfide were passed into this solution at 10° to 20°C and 32.7 g (0.1 mole) of 2-chloromethyl-3,4,5,6-tetrachlorobenzoyl chloride were then introduced at 20° to 30°C. The mixture was boiled for 6 hours under reflux and after cooling to 10°C was acidified to pH 5 with concentrated hydrochloric acid. The crystal paste which separated out was filtered...